From a dataset of the Open Reaction Database (ORD), a public repository of structured organic reaction records. describe an organic reaction: reactants, conditions, products, and yield Reactants: COc1cc(NC(C)=O)c(Cl)cc1C(=O)CCCCCl, C1CCNCC1, [I-], [Na+], CN(C)C=O, O. Product: COc1cc(NC(C)=O)c(Cl)cc1C(=O)CCCCN1CCCCC1. As a reaction SMILES: [C:1]([CH3:2])(=[O:3])[NH:4][c:5]1[cH:6][c:7]([O:19][CH3:20])[c:8]([C:12]([CH2:13][CH2:14][CH2:15][CH2:16][Cl:17])=[O:18])[cH:9][c:10]1[Cl:11].[CH2:23]1[CH2:24][CH2:25][NH:26][CH2:27][CH2:28]1.[I-:22].[Na+:21].[O:30]=[CH:31][N:32]([CH3:33])[CH3:34].[OH2:29]>>[C:1]([CH3:2])(=[O:3])[NH:4][c:5]1[cH:6][c:7]([O:19][CH3:20])[c:8]([C:12]([CH2:13][CH2:14][CH2:15][CH2:16][N:26]2[CH2:25][CH2:24][CH2:23][CH2:28][CH2:27]2)=[O:18])[cH:9][c:10]1[Cl:11]. Reaction SMILES: Cl[C:2]1[S:3][C:4]([C:11]([O:13][CH2:14][CH3:15])=[O:12])=[C:5]([C:7]([F:10])([F:9])[F:8])[N:6]=1.[F-:16].[K+].[K]>O1CCOCCOCCOCCOCCOCC1>[F:16][C:2]1[S:3][C:4]([C:11]([O:13][CH2:14][CH3:15])=[O:12])=[C:5]([C:7]([F:10])([F:9])[F:8])[N:6]=1 |f:1.2,^1:17|. The reagents and catalysts are O1CCOCCOCCOCCOCCOCC1 (1,4,7,10,13,16-hexaoxacyclooctadecane), C1COCCOCCOCCOCCOCCO1 (18-CROWN-6). Reactants: [F-].[K+] (potassium fluoride), [K] (potassium), ClC=1SC(=C(N1)C(F)(F)F)C(=O)OCC (ethyl 2-chloro-4-trifluoromethyl-5-thiazolecarboxylate), [F-].[K+] (potassium fluoride). Procedure details: A mixture of 26 g (0.1 mole) of ethyl 2-chloro-4-trifluoromethyl-5-thiazolecarboxylate, 37 g (0.55 mole) of potassium fluoride, and 0.11 g of 1,4,7,10,13,16-hexaoxacyclooctadecane (18-CROWN-6, Aldrich Chemical Company) was held at reflux for 23 hours. Since an analysis showed the reaction to be incomplete, another 45 g (0.77 mole) of potassium fluoride was added and the reaction mixture held at reflux for 64 hours. To said mixture, 0.15 g of 18-CROWN-6 and an additional 27 g (0.40 mole) of potas... Yields the product FC=1SC(=C(N1)C(F)(F)F)C(=O)OCC (Ethyl 2-Fluoro-4-Trifluoromethyl-5-Thiazolecarboxylate). The yield is 56.3%. The reactants are C=CCCl, C1CCOC1, C[Si](C)(C)[N-][Si](C)(C)C, CN1CCN(C)C1=O, [Cl-], [Li+], [NH4+], O=C1CC(O)CO1. The product is C=CCC1C(=O)OCC1O. As a reaction SMILES: [CH2:18]([CH:19]=[CH2:20])[Cl:21].[CH2:32]1[O:33][CH2:34][CH2:35][CH2:36]1.[CH3:1][Si:2]([CH3:3])([CH3:4])[N-:5][Si:6]([CH3:7])([CH3:8])[CH3:9].[CH3:22][N:23]1[CH2:24][CH2:25][N:26]([CH3:27])[C:28]1=[O:29].[Cl-:30].[Li+:10].[NH4+:31].[OH:11][CH:12]1[CH2:13][C:14](=[O:15])[O:16][CH2:17]1>>[OH:11][CH:12]1[CH:13]([CH2:20][CH:19]=[CH2:18])[C:14](=[O:15])[O:16][CH2:17]1. Starting materials: C([O-])([O-])=O.[K+].[K+] (potassium carbonate), CN(C)C=O (DMF), S(O)(O)(=O)=O (sulfuric acid), OC1=C(C(=O)O)C=CC=C1C(C)C (2-hydroxy-3-isopropylbenzoic acid), CN(C)C=O (DMF), IC (iodomethane). The product is COC(C1=C(C(=CC=C1)C(C)C)OC)=O (Methyl-3-isopropyl-2-methoxybenzoate). Yield: 79.0%. As a reaction SMILES: O[C:2]1[C:10]([CH:11]([CH3:13])[CH3:12])=[CH:9][CH:8]=[CH:7][C:3]=1C(O)=O.[C:14](=[O:17])([O-])[O-:15].[K+].[K+].I[CH3:21].S(=O)(=O)(O)O.CN([CH:30]=[O:31])C>>[CH3:21][O:15][C:14](=[O:17])[C:8]1[CH:7]=[CH:3][CH:2]=[C:10]([CH:11]([CH3:13])[CH3:12])[C:9]=1[O:31][CH3:30] |f:1.2.3|. Procedure details: 28 g (156.25 mmol) of 2-hydroxy-3-isopropylbenzoic acid is dissolved in 280 ml of DMF and added in drops to a mixture of 47.5 g of potassium carbonate in 274 ml of DMF. After one more hour of stirring at room temperature, 21.4 ml (343.76 mmol) of iodomethane is added in drops, and the mixture is stirred for one day at room temperature. After acidication with 10% sulfuric acid to pH 3-4 (ice-bath cooling), the reaction mixture is extracted four times with 500 ml each of methyl tert-butyl ether. T... The reactants are CC=1N(C=CN1)C1=CC=C(N)C=C1 (4-(2-methyl-1H-imidazol-1-yl)aniline), N#CN (cyanamide), Cl (hydrochloric acid), Cl (hydrochloric acid). The solvent is C(C)O (ethanol). Product: CC=1N(C=CN1)C1=CC=C(C=C1)NC(=N)N (1-(4-(2-methyl-1H-imidazol-1-yl)phenyl)guanidine). Yield: 64.4%. Reaction SMILES: [CH3:1][C:2]1[N:3]([C:7]2[CH:13]=[CH:12][C:10]([NH2:11])=[CH:9][CH:8]=2)[CH:4]=[CH:5][N:6]=1.[N:14]#[C:15][NH2:16].Cl>C(O)C>[CH3:1][C:2]1[N:3]([C:7]2[CH:13]=[CH:12][C:10]([NH:11][C:15]([NH2:16])=[NH:14])=[CH:9][CH:8]=2)[CH:4]=[CH:5][N:6]=1. Procedure details: To a solution of 4-(2-methyl-1H-imidazol-1-yl)aniline (2 g, 11.55 mmol) in ethanol (25 mL) was added cyanamide (0.728 g, 17.32 mmol) and hydrochloric acid (1.422 mL, 17.32 mmol). The reaction mixture was refluxed for 4 h. An additional 1 eq of hydrochloric acid (1.422 ml, 17.32 mmol) was added and precipitation occurred. The precipitated product was filtered off and washed with DCM to give 1-(4-(2-methyl-1H-imidazol-1-yl)phenyl)guanidine (1.600 g, 64.4%). MS (ESI+)/(ESI−) m/z 216/214 Starting materials: Cl (HCl), IC(C(F)(F)OC1=CC(=CC=C1)OC1=CC=CC=C1)(F)F (1-iodo-2-(m-phenoxyphenoxy)-1,1,2,2-tetrafluoroethane), IC1=CC=CC=C1 (iodobenzene), CS(=O)C (dimethyl sulfoxide). Reagents/catalysts: [Cu] (copper). Solvent: O (water). Reaction conditions: temperature 120 celsius, time 16 hour. The product is O(C1=CC=CC=C1)C=1C=C(OC(C(F)(F)C2=CC=CC=C2)(F)F)C=CC1 (1-(m-phenoxyphenoxy)-2-phenyl-1,1,2,2-tetrafluoroethane). As a reaction SMILES: I[C:2]([F:21])([F:20])[C:3]([O:6][C:7]1[CH:12]=[CH:11][CH:10]=[C:9]([O:13][C:14]2[CH:19]=[CH:18][CH:17]=[CH:16][CH:15]=2)[CH:8]=1)([F:5])[F:4].I[C:23]1[CH:28]=[CH:27][CH:26]=[CH:25][CH:24]=1.CS(C)=O.Cl>O.[Cu]>[O:13]([C:9]1[CH:8]=[C:7]([CH:12]=[CH:11][CH:10]=1)[O:6][C:3]([F:5])([F:4])[C:2]([C:23]1[CH:28]=[CH:27][CH:26]=[CH:25][CH:24]=1)([F:21])[F:20])[C:14]1[CH:19]=[CH:18][CH:17]=[CH:16][CH:15]=1. Procedure details: The 1-iodo-2-(m-phenoxyphenoxy)-1,1,2,2-tetrafluoroethane (2.06 g, 5 mmoles) is then mixed with iodobenzene (1.12 g, 5.5 mmoles), activated copper (0.7 g, 11 mmoles) and 20 ml dimethyl sulfoxide (DMSO) and heated to 120° C. The mixture is heated and stirred at 120° C. for 16 hours and then cooled, diluted with 100 ml water, acidified with HCl and the product is extracted with ethyl acetate (2×40 ml). A colorless oil, 1-(m-phenoxyphenoxy)-2-phenyl-1,1,2,2-tetrafluoroethane, is recovered in a yiel... The reactants are BrC1=NN(C2=NC=C(C=C21)[N+](=O)[O-])S(=O)(=O)C2=CC=C(C)C=C2 (3-bromo-5-nitro-1-tosyl-1H-pyrazolo[3,4-b]pyridine), C(C)(C)(C)[Si](OCC#C)(C)C (tert-butyldimethyl(prop-2-ynyloxy)silane), C1CCOC1 (THF). Reagents/catalysts: [Cu]I (CuI). Run in C(C)N(CC)CC (Triethylamine). Product: [Si](C)(C)(C(C)(C)C)OCC#CC1=NNC2=NC=C(C=C21)[N+](=O)[O-] (3-(3-(tert-butyldimethylsilyloxy)prop-1-ynyl)-5-nitro-1H-pyrazolo[3,4-b]pyridine). Isolated yield 17.1%. Reaction SMILES: Br[C:2]1[C:10]2[C:5](=[N:6][CH:7]=[C:8]([N+:11]([O-:13])=[O:12])[CH:9]=2)[N:4](S(C2C=CC(C)=CC=2)(=O)=O)[N:3]=1.[C:24]([Si:28]([CH3:34])([CH3:33])[O:29][CH2:30][C:31]#[CH:32])([CH3:27])([CH3:26])[CH3:25].C1COCC1>[Cu]I.C(N(CC)CC)C>[Si:28]([O:29][CH2:30][C:31]#[C:32][C:2]1[C:10]2[C:5](=[N:6][CH:7]=[C:8]([N+:11]([O-:13])=[O:12])[CH:9]=2)[NH:4][N:3]=1)([C:24]([CH3:25])([CH3:26])[CH3:27])([CH3:33])[CH3:34]. Procedure: Triethylamine (4 mL) was added to a solution of 3-bromo-5-nitro-1-tosyl-1H-pyrazolo[3,4-b]pyridine (0.825 g, 3.40 mmol), tert-butyldimethyl(prop-2-ynyloxy)silane (0.89 g, 5.09 mmol) in THF (20 mL) PdCl2(PPh3)2 (0.119 g, 0.170 mmol) was added to the mixture, and the mixture was stirred at room temperature for 5 minutes before CuI (0.065 g, 0.34 mmol) was added. The reaction mixture was heated to reflux under argon for 40 hours. The reaction mixture was cooled to room temperature and concentrated....